This data is from the Open Reaction Database (ORD), a public repository of structured organic reaction records. The task is: describe an organic reaction: reactants, conditions, products, and yield Starting materials: ClC=1C=C(C=CC1)C=1OC2=C(N1)C=CC=C2N (2-(3-chlorophenyl)-7-aminobenzoxazole), C1(CCCC1)OC=1C=C(C=O)C=CC1OC (3-cyclopentyloxy-4-methoxybenzaldehyde), C(#N)[BH3-].[Na+] (sodium cyanoborohydride). Solvent: CO (methanol). Product: ClC=1C=C(C=CC1)C=1OC2=C(N1)C=CC=C2NCC2=CC(=C(C=C2)OC)OC2CCCC2 (2-(3-Chlorophenyl)-7-(3-cyclopentyloxy-4-methoxy-benzylamino)Benzoxazole). Isolated yield 59.8%. Reaction SMILES: [Cl:1][C:2]1[CH:3]=[C:4]([C:8]2[O:9][C:10]3[C:16]([NH2:17])=[CH:15][CH:14]=[CH:13][C:11]=3[N:12]=2)[CH:5]=[CH:6][CH:7]=1.[CH:18]1([O:23][C:24]2[CH:25]=[C:26]([CH:29]=[CH:30][C:31]=2[O:32][CH3:33])[CH:27]=O)[CH2:22][CH2:21][CH2:20][CH2:19]1.C([BH3-])#N.[Na+]>CO>[Cl:1][C:2]1[CH:3]=[C:4]([C:8]2[O:9][C:10]3[C:16]([NH:17][CH2:27][C:26]4[CH:29]=[CH:30][C:31]([O:32][CH3:33])=[C:24]([O:23][CH:18]5[CH2:22][CH2:21][CH2:20][CH2:19]5)[CH:25]=4)=[CH:15][CH:14]=[CH:13][C:11]=3[N:12]=2)[CH:5]=[CH:6][CH:7]=1 |f:2.3|. Procedure: By employing a procedure similar to that in Example 33 and using 2-(3-chlorophenyl)-7-aminobenzoxazole (1.00 g, 0.0041 mol), 3-cyclopentyloxy-4-methoxybenzaldehyde (1.08 g, 0.0049 mol), sodium cyanoborohydride (0.41 g, 0.0065 mol) and 35 ml of methanol, a white, crystalline solid was isolated. This crude product (1.4 g) was recrystallized from 200 ml of methanol to yield the title compound (1.1 g), mp 133-134° C. The reactants are C(C)(=O)N1CC=2C(=NC=3C=CC(=CC3C2C)O)CCC1 (2-acetyl-9-hydroxy-2,3,4,5-tetrahydro-11-methyl-1H-azepino[4,3-b]quinoline), BrBr (bromine). Solvent: C(C)(=O)O (acetic acid), C(C)(=O)O (acetic acid), O (water). Yields the product C(C)(=O)N1CC=2C(=NC=3C=CC(=C(C3C2C)Br)O)CCC1 (2-Acetyl-10-bromo-9-hydroxy-2,3,4,5-tetrahydro-11-methyl-1H-azepino[4,3-b]quinoline). RXN SMILES: [C:1]([N:4]1[CH2:20][CH2:19][CH2:18][C:7]2=[N:8][C:9]3[CH:10]=[CH:11][C:12]([OH:17])=[CH:13][C:14]=3[C:15]([CH3:16])=[C:6]2[CH2:5]1)(=[O:3])[CH3:2].[Br:21]Br>C(O)(=O)C.O>[C:1]([N:4]1[CH2:20][CH2:19][CH2:18][C:7]2=[N:8][C:9]3[CH:10]=[CH:11][C:12]([OH:17])=[C:13]([Br:21])[C:14]=3[C:15]([CH3:16])=[C:6]2[CH2:5]1)(=[O:3])[CH3:2]. Procedure: 2.5 gm (9.3 millimols) of 2-acetyl-9-hydroxy-2,3,4,5-tetrahydro-11-methyl-1H-azepino[4,3-b]quinoline were dissolved in 60 ml of glacial acetic acid and 12 ml of water, and the solution was brominated at room temperature with a solution of 1.48 gm (9.3 millimols) of bromine in 10 ml of glacial acetic acid. After distilling off the solvent, the residue was dissolved in water, and the solution was adjusted to a pH-value of 7.5 with 2 N sodium hydroxide, whereupon the reaction product crystallized o... The reactants are Cc1ccccc1, CC(=O)O, COc1cc(C=C(C)C)cc2c1OC(C)(C)C2, N#Cc1cccc([N+](=O)[O-])c1, N, O=S(=O)(O)O. Product: COc1cc2c(c3c1OC(C)(C)C3)C(c1cccc([N+](=O)[O-])c1)=NC(C)(C)C2. RXN SMILES: [CH3:35][c:36]1[cH:37][cH:38][cH:39][cH:40][cH:41]1.[CH3:42][C:43](=[O:44])[OH:45].[CH3:6][O:7][c:8]1[cH:9][c:10]([CH:19]=[C:20]([CH3:21])[CH3:22])[cH:11][c:12]2[c:16]1[O:15][C:14]([CH3:17])([CH3:18])[CH2:13]2.[N+:23](=[O:24])([O-:25])[c:26]1[cH:27][c:28]([C:29]#[N:30])[cH:31][cH:32][cH:33]1.[NH3:34].[S:1](=[O:2])(=[O:3])([OH:4])[OH:5]>>[CH3:6][O:7][c:8]1[cH:9][c:10]2[c:11]([c:12]3[c:16]1[O:15][C:14]([CH3:17])([CH3:18])[CH2:13]3)[C:29]([c:28]1[cH:27][c:26]([N+:23](=[O:24])[O-:25])[cH:33][cH:32][cH:31]1)=[N:30][C:20]([CH3:21])([CH3:22])[CH2:19]2. RXN SMILES: [CH3:1][C:2]1[O:6][C:5]([C:7]2[CH:16]=[CH:15][C:14]3[C:9](=[CH:10][CH:11]=[CH:12][CH:13]=3)[CH:8]=2)=[N:4][C:3]=1[CH2:17][O:18][C:19]1[CH:24]=[CH:23][C:22]([CH2:25][CH2:26][CH2:27][CH2:28][C:29](OC)=[O:30])=[CH:21][CH:20]=1.[H-].[Al+3].[Li+].[H-].[H-].[H-]>>[CH3:1][C:2]1[O:6][C:5]([C:7]2[CH:16]=[CH:15][C:14]3[C:9](=[CH:10][CH:11]=[CH:12][CH:13]=3)[CH:8]=2)=[N:4][C:3]=1[CH2:17][O:18][C:19]1[CH:20]=[CH:21][C:22]([CH2:25][CH2:26][CH2:27][CH2:28][CH2:29][OH:30])=[CH:23][CH:24]=1 |f:1.2.3.4.5.6|. Product: CC1=C(N=C(O1)C1=CC2=CC=CC=C2C=C1)COC1=CC=C(C=C1)CCCCCO (5-[4-[5-methyl-2-(2-naphthyl)-4-oxazolylmethoxy]phenyl]pentan-1-ol). The reactants are CC1=C(N=C(O1)C1=CC2=CC=CC=C2C=C1)COC1=CC=C(C=C1)CCCCC(=O)OC (methyl 5-[4-[5-methyl-2-(2-naphthyl)-4-oxazolylmethoxy]phenyl]valerate), [H-].[Al+3].[Li+].[H-].[H-].[H-] (lithium aluminum hydride). Procedure: According to the method described for Reference Example 45, 4-chloromethyl-5-methyl-3-(2-naphthyl)oxazole was allowed to react with methyl 5-(4-hydroxyphenyl)valerate to give methyl 5-[4-[5-methyl-2-(2-naphthyl)-4-oxazolylmethoxy]phenyl]valerate. Then, according to the method described for Reference Example 42, methyl 5-[4-[5-methyl-2-(2-naphthyl)-4-oxazolylmethoxy]phenyl]valerate was subjected to reduction with lithium aluminum hydride to give 5-[4-[5-methyl-2-(2-naphthyl)-4-oxazolylmethoxy]phe... Reactants: COC=1C=C(CCl)C=C(C1OC)OC (3,4,5-trimethoxy benzyl chloride), [C-]#N.[Na+] (sodium cyanide), CN(C=O)C (N,N-dimethylformamide). The solvent is O (water). Reaction conditions: temperature 80 celsius, time 45 minute. Product: COC=1C=C(C=C(C1OC)OC)CC#N ((3,4,5-trimethoxy)phenylacetonitrile). Reaction SMILES: [CH3:1][O:2][C:3]1[CH:4]=[C:5]([CH:8]=[C:9]([O:13][CH3:14])[C:10]=1[O:11][CH3:12])[CH2:6]Cl.[C-]#N.[Na+].[CH3:18][N:19](C)C=O>O>[CH3:1][O:2][C:3]1[CH:4]=[C:5]([CH2:6][C:18]#[N:19])[CH:8]=[C:9]([O:13][CH3:14])[C:10]=1[O:11][CH3:12] |f:1.2|. Procedure details: 3,4,5-trimethoxy benzyl chloride 7.0 g and sodium cyanide 6.3 g were dissolved into 50 ml of N,N-dimethylformamide and they were then stirred at 80° C. for 45 minutes. The temperature of the reactive liquid was then lowered down to the room temperature, 200 ml of water was added thereto and then extraction was made thrice by means of 100 ml of ethyl acetate. Reactants: CC1C(=NNC(S1)=O)C=1C=C2C(C(NC2=CC1)=O)=NC1=CC=CC=C1 (1,3-dihydro-5-(3,6-dihydro-6-methyl-2-oxo -2H-1,3,4-thiadiazin-5-yl)-3-phenylimino-2H-indol-2-one), N1=CC(=CC=C1)NN (3-pyridylhydrazine). Product: N1=CC(=CC=C1)NN=C1C(NC2=CC=C(C=C12)C1=NNC(SC1C)=O)=O (5-(3,6-Dihydro-6-methyl-2-oxo-2H-1,3,4-thiadiazin-5-yl) -1H-indole-2,3-dione 3-(3-pyridylhydrazone)). Isolated yield 64.0%. As a reaction SMILES: [CH3:1][CH:2]1[S:7][C:6](=[O:8])[NH:5][N:4]=[C:3]1[C:9]1[CH:10]=[C:11]2[C:15](=[CH:16][CH:17]=1)[NH:14][C:13](=[O:18])[C:12]2=[N:19]C1C=CC=CC=1.[N:26]1[CH:31]=[CH:30][CH:29]=[C:28]([NH:32]N)[CH:27]=1>>[N:26]1[CH:31]=[CH:30][CH:29]=[C:28]([NH:32][N:19]=[C:12]2[C:11]3[C:15](=[CH:16][CH:17]=[C:9]([C:3]4[CH:2]([CH3:1])[S:7][C:6](=[O:8])[NH:5][N:4]=4)[CH:10]=3)[NH:14][C:13]2=[O:18])[CH:27]=1. Procedure: Starting from 1,3-dihydro-5-(3,6-dihydro-6-methyl-2-oxo -2H-1,3,4-thiadiazin-5-yl)-3-phenylimino-2H-indol-2-one, and 3-pyridylhydrazine and following the method described in Example 21, the desired compound was obtained. The reactants are BrC1=CC2=C(N=C(S2)N2CCN(CC2)C2CC2)C=C1 (6-bromo-2-(4-cyclopropylpiperazin-1-yl)benzothiazole), COC=1C=C(C=CC1OC)B(O)O (3,4-dimethoxyphenylboronic acid), [O-]P(=O)([O-])[O-].[K+].[K+].[K+].O (K3PO4.H2O), P(t-Bu)3BF4. Reagents/catalysts: C=1C=CC(=CC1)/C=C/C(=O)/C=C/C2=CC=CC=C2.C=1C=CC(=CC1)/C=C/C(=O)/C=C/C2=CC=CC=C2.C=1C=CC(=CC1)/C=C/C(=O)/C=C/C2=CC=CC=C2.[Pd].[Pd] (Pd2(dba)3). Run in C1CCOC1.O (THF H2O). Reaction conditions: temperature 60 celsius. Product: C1(CC1)N1CCN(CC1)C=1SC2=C(N1)C=CC(=C2)C2=CC(=C(C=C2)OC)OC (2-(4-Cyclopropylpiperazin-1-yl)-6-(3,4-dimethoxyphenyl)benzothiazole). RXN SMILES: Br[C:2]1[CH:19]=[CH:18][C:5]2[N:6]=[C:7]([N:9]3[CH2:14][CH2:13][N:12]([CH:15]4[CH2:17][CH2:16]4)[CH2:11][CH2:10]3)[S:8][C:4]=2[CH:3]=1.[CH3:20][O:21][C:22]1[CH:23]=[C:24](B(O)O)[CH:25]=[CH:26][C:27]=1[O:28][CH3:29].[O-]P([O-])([O-])=O.[K+].[K+].[K+].O>C1COCC1.O.C1C=CC(/C=C/C(/C=C/C2C=CC=CC=2)=O)=CC=1.C1C=CC(/C=C/C(/C=C/C2C=CC=CC=2)=O)=CC=1.C1C=CC(/C=C/C(/C=C/C2C=CC=CC=2)=O)=CC=1.[Pd].[Pd]>[CH:15]1([N:12]2[CH2:13][CH2:14][N:9]([C:7]3[S:8][C:4]4[CH:3]=[C:2]([C:25]5[CH:24]=[CH:23][C:22]([O:21][CH3:20])=[C:27]([O:28][CH3:29])[CH:26]=5)[CH:19]=[CH:18][C:5]=4[N:6]=3)[CH2:10][CH2:11]2)[CH2:17][CH2:16]1 |f:2.3.4.5.6,7.8,9.10.11.12.13|. Procedure: To a solution of 6-bromo-2-(4-cyclopropylpiperazin-1-yl)benzothiazole (500 mg, 1.48 mmol) and 3,4-dimethoxyphenylboronic acid (323 mg, 1.78 mmol) in THF—H2O (20 mL, 5:1) was added Pd2(dba)3 (240 mg, 0.148 mmol), followed by P(t-Bu)3BF4 (86 mg, 0.296 mmol) and K3PO4.H2O (1.97 g, 7.4 mmol). The mixture was heated at 60° C. for 3 h. The mixture was filtered and the filtrate was evaporated. the residue was diluted with water (5 mL) and extracted with CH2Cl2 (3×5 mL). The combined organic extracts we... Starting materials: NC(N)=NC=1SC=C(N1)C=1OC(=CC1)CNC(=S)N (2-(diaminomethyleneamino)-4-(5-thioureidomethylfuran-2-yl)thiazole), CI (methyl iodide). Solvent: CO (methanol). Reaction conditions: time 34 hour. The product is I.NC(N)=NC=1SC=C(N1)C=1OC(=CC1)CN=C(SC)N (2-(diaminomethyleneamino)-4-[5-(2-methyl-3-isothioureido)methylfuran-2-yl]thiazole hydriodide). The yield is 87.9%. RXN SMILES: [NH2:1][C:2](=[N:4][C:5]1[S:6][CH:7]=[C:8]([C:10]2[O:11][C:12]([CH2:15][NH:16][C:17]([NH2:19])=[S:18])=[CH:13][CH:14]=2)[N:9]=1)[NH2:3].[CH3:20][I:21]>CO>[IH:21].[NH2:1][C:2](=[N:4][C:5]1[S:6][CH:7]=[C:8]([C:10]2[O:11][C:12]([CH2:15][N:16]=[C:17]([NH2:19])[S:18][CH3:20])=[CH:13][CH:14]=2)[N:9]=1)[NH2:3] |f:3.4|. Reported procedure: A suspension of 2-(diaminomethyleneamino)-4-(5-thioureidomethylfuran-2-yl)thiazole (1.0 g) and methyl iodide (600 mg) in methanol was stirred at room temperature for 34 hours. The solvent was removed under reduced pressure to afford 2-(diaminomethyleneamino)-4-[5-(2-methyl-3-isothioureido)methylfuran-2-yl]thiazole hydriodide (1.3 g). The reactants are amide, CS(=O)(=O)NC1=CC=C(C=C1)CC(=O)N1CCCCCC1 (Hexahydro-1-[4-(methylsulfonylamino)phenylacetyl]-1H-azepine), 21, [H-].[Al+3].[Li+].[H-].[H-].[H-] (lithium aluminum hydride), C(=O)([O-])C(O)C(O)C(=O)[O-].[K+].[Na+] (sodium potassium tartrate), O (water). The solvent is O1CCCC1 (tetrahydrofuran). Yields the product CS(=O)(=O)NC1=CC=C(C=C1)CCN1CCCCCC1 (1-[2-[4-((Methylsulfonyl)amino)phenyl]ethyl]-hexahydro-1H-azepine). As a reaction SMILES: [CH3:1][S:2]([NH:5][C:6]1[CH:11]=[CH:10][C:9]([CH2:12][C:13]([N:15]2[CH2:21][CH2:20][CH2:19][CH2:18][CH2:17][CH2:16]2)=O)=[CH:8][CH:7]=1)(=[O:4])=[O:3].[H-].[Al+3].[Li+].[H-].[H-].[H-].C(C(C(C([O-])=O)O)O)([O-])=O.[K+].[Na+].O>O1CCCC1>[CH3:1][S:2]([NH:5][C:6]1[CH:7]=[CH:8][C:9]([CH2:12][CH2:13][N:15]2[CH2:21][CH2:20][CH2:19][CH2:18][CH2:17][CH2:16]2)=[CH:10][CH:11]=1)(=[O:3])=[O:4] |f:1.2.3.4.5.6,7.8.9|. Procedure: The amide, Hexahydro-1-[4-(methylsulfonylamino)phenylacetyl]-1H-azepine from Preparation 21 (2.8 g, 9.03 mmol) is reduced with 1.1 g of lithium aluminum hydride in 100 ml of tetrahydrofuran for 2 days at room temperature. The suspension is cooled; a saturated solution of sodium potassium tartrate is carefully added and then water. The solids are filtered and washed with tetrahydrofuran. The combined filtrates are evaporated. The residue is suspended in sodium bicarbonate and extracted with methy... Reactants: FC1=CC=CC=2C3=CC=CC=C3N(C12)C1=C(C=CC=C1)N (1-fluoro-9-(2-aminophenyl)-9H-carbazole), [H-].[Na+] (NaH). The solvent is CN(C)C=O (DMF). Product: C1=CC=CC2=C1N1C3=CC=CC=C3NC=3C=CC=C2C13 (8H-8,12b-Diazabenzo[a]aceanthrylene). RXN SMILES: F[C:2]1[C:14]2[N:13]([C:15]3[CH:20]=[CH:19][CH:18]=[CH:17][C:16]=3[NH2:21])[C:12]3[C:7](=[CH:8][CH:9]=[CH:10][CH:11]=3)[C:6]=2[CH:5]=[CH:4][CH:3]=1.[H-].[Na+]>CN(C=O)C>[CH:2]1[C:14]2[N:13]3[C:12]4[C:7]([C:6]=2[CH:5]=[CH:4][CH:3]=1)=[CH:8][CH:9]=[CH:10][C:11]=4[NH:21][C:16]1[C:15]3=[CH:20][CH:19]=[CH:18][CH:17]=1 |f:1.2|. Procedure: 30 g (109 mmol) of 1-fluoro-9-(2-aminophenyl)-9H-carbazole are dissolved in 200 ml of DMF under a protective gas, 4.4 g (109 mmol) of NaH (60% in oil) are added at room temperature, and the mixture is boiled under reflux for 6 h. The mixture is subsequently warmed to room temperature over the course of 1 h, the solvent is removed, and the residue is purified by chromatography.